From a dataset of the Open Reaction Database (ORD), a public repository of structured organic reaction records. describe an organic reaction: reactants, conditions, products, and yield The reactants are CN(C1=C(C=CC(=C1)OC1=C(C=C(C=C1)C(F)(F)F)Cl)[N+](=O)[O-])O (N-methyl-N-[2-nitro-5-(2-chloro-4-trifluoromethylphenoxy)phenyl]hydroxyamine), N1=CC=CC=C1 (pyridine), C1=CC=CC=C1 (benzene), ClC(C(=O)Cl)(C)Cl (α,α-dichloropropionyl chloride). Solvent: C(Cl)Cl (methylene chloride), C(Cl)Cl (methylene chloride). Run at time 2 hour. The product is CN(C1=C(C=CC(=C1)OC1=C(C=C(C=C1)C(F)(F)F)Cl)[N+](=O)[O-])OC(C(C)(Cl)Cl)=O (N-methyl-N-[2-nitro-5-(2-chloro-4-trifluoromethylphenoxy)phenyl]-α,α-dichloropropionyloxyamine). Reaction SMILES: [CH3:1][N:2]([OH:24])[C:3]1[CH:8]=[C:7]([O:9][C:10]2[CH:15]=[CH:14][C:13]([C:16]([F:19])([F:18])[F:17])=[CH:12][C:11]=2[Cl:20])[CH:6]=[CH:5][C:4]=1[N+:21]([O-:23])=[O:22].N1C=CC=CC=1.C1C=CC=CC=1.[Cl:37][C:38]([Cl:43])([CH3:42])[C:39](Cl)=[O:40]>C(Cl)Cl>[CH3:1][N:2]([O:24][C:39](=[O:40])[C:38]([Cl:43])([Cl:37])[CH3:42])[C:3]1[CH:8]=[C:7]([O:9][C:10]2[CH:15]=[CH:14][C:13]([C:16]([F:17])([F:19])[F:18])=[CH:12][C:11]=2[Cl:20])[CH:6]=[CH:5][C:4]=1[N+:21]([O-:23])=[O:22]. Procedure: To a solution of N-methyl-N-[2-nitro-5-(2-chloro-4-trifluoromethylphenoxy)phenyl]hydroxyamine (500 mg, 1.38 mmol) in methylene chloride (2 ml) is added pyridine (0.16 ml, 2.00 mmol) and benzene (3 ml), followed by α,α-dichloropropionyl chloride (328 mg, 1.5 eq.). The mixture is stirred at RT for 2 hours. The resulting reaction mixture is then taken up in methylene chloride, washed, dried and evaporated to dryness. The crude product is purified by prep. TLC to yield N-methyl-N-[2-nitro-5-(2-chlor...